Task: describe an organic reaction: reactants, conditions, products, and yield. Dataset: the Open Reaction Database (ORD), a public repository of structured organic reaction records Starting materials: CCN1CCNCC1, N#Cc1c([N+](=O)[O-])cccc1[N+](=O)[O-], CN(C)C=O, O. Product: CCN1CCN(c2cccc([N+](=O)[O-])c2C#N)CC1. As a reaction SMILES: [CH2:15]([CH3:16])[N:17]1[CH2:18][CH2:19][NH:20][CH2:21][CH2:22]1.[N+:1]([O-:2])(=[O:3])[c:4]1[c:5]([C:13]#[N:14])[c:6]([N+:10](=[O:11])[O-:12])[cH:7][cH:8][cH:9]1.[O:24]=[CH:25][N:26]([CH3:27])[CH3:28].[OH2:23]>>[N:1]1([c:4]2[c:5]([C:13]#[N:14])[c:6]([N+:10](=[O:11])[O-:12])[cH:7][cH:8][cH:9]2)[CH2:19][CH2:18][N:17]([CH2:15][CH3:16])[CH2:22][CH2:21]1. Run at temperature 0 celsius, time 30 minute. The product is BrC=1C=CC2=C(N(C(=N2)C(C)=O)C)C1 (1-(6-Bromo-1-methyl-1H-benzimidazol-2-yl)ethanone). The solvent is C1CCOC1 (THF). Procedure: Methylmagnesium chloride (1.0 M in THF, 4.70 ml) was added dropwise to a solution of 6-bromo-N-methoxy-N,1-dimethyl-1H-benzimidazole-2-carboxamide (700 mg) in THF (10 ml) at 0° C. The mixture was stirred at 0° C. under Ar atmosphere for 30 min. The mixture was quenched with saturated NH4Cl solution and extracted with EtOAc twice. The organic layer was separated, washed with brine, dried over MgSO4 and concentrated ao in vacuo. The residue was purified by silica gel column chromatography (hexane/... The reactants are C[Mg]Cl (Methylmagnesium chloride), BrC=1C=CC2=C(N(C(=N2)C(=O)N(C)OC)C)C1 (6-bromo-N-methoxy-N,1-dimethyl-1H-benzimidazole-2-carboxamide). Reaction SMILES: [CH3:1][Mg]Cl.[Br:4][C:5]1[CH:6]=[CH:7][C:8]2[N:12]=[C:11]([C:13](N(OC)C)=[O:14])[N:10]([CH3:19])[C:9]=2[CH:20]=1>C1COCC1>[Br:4][C:5]1[CH:6]=[CH:7][C:8]2[N:12]=[C:11]([C:13](=[O:14])[CH3:1])[N:10]([CH3:19])[C:9]=2[CH:20]=1. Reactants: N1(N=CC=C1)C1=CC=C(N)C=C1 (4-(1H-pyrazol-1-yl)aniline), N1=CC=CC=C1 (pyridine), ClC(=O)OCC(Cl)(Cl)Cl (2,2,2-trichloroethyl chloroformate), ice water. The solvent is CN(C(C)=O)C (N,N-dimethylacetamide). Yields the product N1(N=CC=C1)C1=CC=C(C=C1)NC(OCC(Cl)(Cl)Cl)=O (2,2,2-Trichloroethyl [4-(1H-pyrazol-1-yl)phenyl]carbamate). Yield: 95.2%. Reaction SMILES: [N:1]1([C:6]2[CH:12]=[CH:11][C:9]([NH2:10])=[CH:8][CH:7]=2)[CH:5]=[CH:4][CH:3]=[N:2]1.N1C=CC=CC=1.Cl[C:20]([O:22][CH2:23][C:24]([Cl:27])([Cl:26])[Cl:25])=[O:21]>CN(C)C(=O)C>[N:1]1([C:6]2[CH:7]=[CH:8][C:9]([NH:10][C:20](=[O:21])[O:22][CH2:23][C:24]([Cl:27])([Cl:26])[Cl:25])=[CH:11][CH:12]=2)[CH:5]=[CH:4][CH:3]=[N:2]1. Procedure: To a solution of 4-(1H-pyrazol-1-yl)aniline (1.00 g, 6.28 mmol) and pyridine (1.52 ml, 18.8 mmol) in N,N-dimethylacetamide (20 ml) was added 2,2,2-trichloroethyl chloroformate (1.30 ml, 9.42 mmol) under ice-cooling, and the mixture was stirred under ice-cooling for 2 hours. The reaction mixture was poured into ice-water, and 2.00 g (95.2%) of the desired product was collected by filtration as a solid. The reactants are COC(=O)c1nc(Cc2ccccc2)n2c1CN=C(c1ccccc1Cl)c1cc(Cl)ccc1-2, CO, [K+], [OH-], O. Yields the product O=C(O)c1nc(Cc2ccccc2)n2c1CN=C(c1ccccc1Cl)c1cc(Cl)ccc1-2. As a reaction SMILES: [CH2:1]([c:2]1[cH:3][cH:4][cH:5][cH:6][cH:7]1)[c:8]1[n:9][c:10]([C:30](=[O:31])[O:32][CH3:33])[c:11]2[n:12]1-[c:13]1[c:14]([cH:25][c:26]([Cl:29])[cH:27][cH:28]1)[C:15]([c:18]1[c:19]([Cl:24])[cH:20][cH:21][cH:22][cH:23]1)=[N:16][CH2:17]2.[CH3:36][OH:37].[K+:35].[OH-:34].[OH2:38]>>[CH2:1]([c:2]1[cH:3][cH:4][cH:5][cH:6][cH:7]1)[c:8]1[n:9][c:10]([C:30](=[O:31])[OH:32])[c:11]2[n:12]1-[c:13]1[c:14]([cH:25][c:26]([Cl:29])[cH:27][cH:28]1)[C:15]([c:18]1[c:19]([Cl:24])[cH:20][cH:21][cH:22][cH:23]1)=[N:16][CH2:17]2. Reactants: ClCCl, COC(=O)c1cc(-c2ccc(C)cn2)cc(-n2nnnc2C(C)(F)F)c1, CO, [Na+], [OH-]. The product is Cc1ccc(-c2cc(C(=O)O)cc(-n3nnnc3C(C)(F)F)c2)nc1. RXN SMILES: [CH2:31]([Cl:32])[Cl:33].[CH3:1][O:2][C:3]([c:4]1[cH:5][c:6](-[n:17]2[n:18][n:19][n:20][c:21]2[C:22]([CH3:23])([F:24])[F:25])[cH:7][c:8](-[c:10]2[n:11][cH:12][c:13]([CH3:16])[cH:14][cH:15]2)[cH:9]1)=[O:26].[CH3:27][OH:28].[Na+:30].[OH-:29]>>[O:2]=[C:3]([c:4]1[cH:5][c:6](-[n:17]2[n:18][n:19][n:20][c:21]2[C:22]([CH3:23])([F:24])[F:25])[cH:7][c:8](-[c:10]2[n:11][cH:12][c:13]([CH3:16])[cH:14][cH:15]2)[cH:9]1)[OH:26]. Starting materials: BrC1=C2C=NNC2=CC=C1C(C)C (4-bromo-5-isopropyl-1H-indazole), B(OCCCC)(OCCCC)OCCCC (B(On-Bu)3), C(C(C)C)[Li] (i-BuLi). Run in CCOCC (Et2O), CCOCC (Et2O). Reaction conditions: temperature -78 celsius, time 20 minute. The product is C(C)(C)C1=C(C=2C=NNC2C=C1)B(O)O (5-isopropyl-1H-indazole-4-boronic acid). As a reaction SMILES: Br[C:2]1[C:10]([CH:11]([CH3:13])[CH3:12])=[CH:9][CH:8]=[C:7]2[C:3]=1[CH:4]=[N:5][NH:6]2.C([Li])C(C)C.[B:19](OCCCC)([O:25]CCCC)[O:20]CCCC>CCOCC>[CH:11]([C:10]1[CH:9]=[CH:8][C:7]2[NH:6][N:5]=[CH:4][C:3]=2[C:2]=1[B:19]([OH:25])[OH:20])([CH3:13])[CH3:12]. Procedure: A solution of 4-bromo-5-isopropyl-1H-indazole (1.6 g, 6.9 mmol) in Et2O (4 mL) is added slowly to a suspension of KH (1.0 g of 30% dispersion in mineral oil, 7.7 mmol) in Et2O (20 mL) at 0° C. and the mixture is stirred for 20 min. After cooling to −78° C., i-BuLi (8.9 mL of 1.7 M in Hex, 15 mmol) is added and the resulting mixture is stirred for 40 min at −78° C. To this is added B(On-Bu)3 (5.6 mL, 21 mmol) and the mixture is stirred for 24 h at room temperature. The reaction mixture is quenche...